This data is from the Open Reaction Database (ORD), a public repository of structured organic reaction records. The task is: describe an organic reaction: reactants, conditions, products, and yield The reactants are C(C)(C)(C)OC(NC1=C(C=C(C(=C1)OCC(F)(F)F)C(F)(F)F)NC(CC(=O)C1=CC(=CC=C1)C=1C=NC(=CC1)C(C)C)=O)=O ([2-{3-[3-(6-isopropyl-pyridin-3-yl)-phenyl]-3-oxo-propionylamino}-5-(2,2,2-trifluoro-ethoxy)-4-trifluoromethyl-phenyl]-carbamic acid tert-butyl ester), C(=O)(C(F)(F)F)O (TFA). Run in C(Cl)Cl (CH2Cl2). Product: C(C)(C)C1=CC=C(C=N1)C=1C=C(C=CC1)C1=NC2=C(NC(C1)=O)C=C(C(=C2)OCC(F)(F)F)C(F)(F)F (4-[3-(6-Isopropyl-pyridin-3-yl)-phenyl]-7-(2,2,2-trifluoro-ethoxy)-8-trifluoromethyl-1,3-dihydro-benzo[b][1,4]diazepin-2-one), solid. Yield: 73.0%. As a reaction SMILES: C(OC(=O)[NH:7][C:8]1[CH:13]=[C:12](OCC(F)(F)F)[C:11](C(F)(F)F)=[CH:10][C:9]=1[NH:24][C:25](=[O:44])[CH2:26][C:27]([C:29]1[CH:34]=[CH:33][CH:32]=[C:31]([C:35]2[CH:36]=[N:37][C:38]([CH:41]([CH3:43])[CH3:42])=[CH:39][CH:40]=2)[CH:30]=1)=O)(C)(C)C.[C:46](O)([C:48]([F:51])([F:50])[F:49])=[O:47]>C(Cl)Cl>[CH:41]([C:38]1[N:37]=[CH:36][C:35]([C:31]2[CH:30]=[C:29]([C:27]3[CH2:26][C:25](=[O:44])[NH:24][C:9]4[CH:10]=[C:11]([C:48]([F:51])([F:50])[F:49])[C:12]([O:47][CH2:46][C:48]([F:51])([F:50])[F:49])=[CH:13][C:8]=4[N:7]=3)[CH:34]=[CH:33][CH:32]=2)=[CH:40][CH:39]=1)([CH3:42])[CH3:43]. Procedure: The title compound was prepared from [2-{3-[3-(6-isopropyl-pyridin-3-yl)-phenyl]-3-oxo-propionylamino}-5-(2,2,2-trifluoro-ethoxy)-4-trifluoromethyl-phenyl]-carbamic acid tert-butyl ester (Example M160) (339 mg, 0.53 mmol) by treatment with TFA in CH2Cl2 according to the general procedure N. Obtained as an off-white solid (203 mg, 73%). As a reaction SMILES: [CH3:10][CH2:11][OH:12].[CH3:1][S:2](=[O:3])(=[O:4])[CH:5]=[CH2:6].[CH3:7][NH2:8].[ClH:9]>>[CH3:1][S:2](=[O:3])(=[O:4])[CH2:5][CH2:6][NH:8][CH3:7].[ClH:9]. Yields the product CNCCS(C)(=O)=O, Cl. The reactants are CCO, C=CS(C)(=O)=O, CN, Cl. The reactants are C[C@@H](C1=C(C=NC=N1)F)[C@](CN2C=NC=N2)(C=3C=CC(=CC3F)F)O.[C@@]12(C(=O)CC(CC1)C2(C)C)CS(=O)(=O)[O-] (Voriconazole (1R)-(−)-10-camphorsulfonate), [OH-].[Na+] (NaOH). The solvent is O (water). Run at temperature 22.5 celsius, time 15 minute. Yields the product C[C@@H](C1=C(C=NC=N1)F)[C@](CN2C=NC=N2)(C=3C=CC(=CC3F)F)O (Voriconazole). Isolated yield 87.2%. Reaction SMILES: [CH3:1][C@H:2]([C@@:10]([OH:25])([C:17]1[CH:18]=[CH:19][C:20]([F:24])=[CH:21][C:22]=1[F:23])[CH2:11][N:12]1[N:16]=[CH:15][N:14]=[CH:13]1)[C:3]1[N:8]=[CH:7][N:6]=[CH:5][C:4]=1[F:9].[C@@]12(CS([O-])(=O)=O)C(C)(C)C(CC1)CC2=O.[OH-].[Na+]>O>[CH3:1][C@H:2]([C@@:10]([OH:25])([C:17]1[CH:18]=[CH:19][C:20]([F:24])=[CH:21][C:22]=1[F:23])[CH2:11][N:12]1[N:16]=[CH:15][N:14]=[CH:13]1)[C:3]1[N:8]=[CH:7][N:6]=[CH:5][C:4]=1[F:9] |f:0.1,2.3|. Procedure details: Voriconazole (1R)-(−)-10-camphorsulfonate (1 g, 1.72 mmol) was suspended in deionised water (10 ml) and treated with 5 N NaOH (0.34 ml, 1.72 mmol) at 45-55° C. for 2 hours and 30 minutes. The suspension was cooled down to 20-25° C., stirred for 15 minutes and filtered. The cake was washed with deionised water (15 ml). The solid was dried at 50-60° C. under vacuum until constant weight (0.523 g, 87.22% yield). Reactants: C(CC)N([C@@H]1CN(CCC1)C(=O)OC(C)(C)C)C=1C2=C(N=CN1)N(C=C2)S(=O)(=O)C2=CC=C(C)C=C2 ((S)-tert-butyl 3-(propyl(7-tosyl-7H-pyrrolo[2,3-d]pyrimidin-4-yl)amino)piperidine-1-carboxylate), Cl (HCl). Run in O1CCOCC1 (1,4-dioxane), O1CCOCC1 (1,4-dioxane). Product: N1C[C@H](CCC1)N(C=1C2=C(N=CN1)N(C=C2)S(=O)(=O)C2=CC=C(C)C=C2)CCC ((S)—N-(piperidin-3-yl)-N-propyl-7-tosyl-7H-pyrrolo[2,3-d]pyrimidin-4-amine). The yield is 100.5%. As a reaction SMILES: [CH2:1]([N:4]([C:18]1[C:19]2[CH:26]=[CH:25][N:24]([S:27]([C:30]3[CH:36]=[CH:35][C:33]([CH3:34])=[CH:32][CH:31]=3)(=[O:29])=[O:28])[C:20]=2[N:21]=[CH:22][N:23]=1)[C@H:5]1[CH2:10][CH2:9][CH2:8][N:7](C(OC(C)(C)C)=O)[CH2:6]1)[CH2:2][CH3:3].Cl>O1CCOCC1>[NH:7]1[CH2:8][CH2:9][CH2:10][C@H:5]([N:4]([CH2:1][CH2:2][CH3:3])[C:18]2[C:19]3[CH:26]=[CH:25][N:24]([S:27]([C:30]4[CH:36]=[CH:35][C:33]([CH3:34])=[CH:32][CH:31]=4)(=[O:29])=[O:28])[C:20]=3[N:21]=[CH:22][N:23]=2)[CH2:6]1. Reported procedure: A solution of (S)-tert-butyl 3-(propyl(7-tosyl-7H-pyrrolo[2,3-d]pyrimidin-4-yl)amino)piperidine-1-carboxylate (300 mg, 0.58 mmol) in 1,4-dioxane (5 mL) was treated with 4 N HCl in 1,4-dioxane (10 mL) at rt for 1 h. The solvent was removed in vacuo and the residue was suspended in water (10 mL). The aqueous layer was adjusted to a pH 9 with solid NaHCO3 and the solution was extracted with EtOAc (3×25 mL). The combined organic layer was dried over Na2SO4, concentrated in vacuo to yield titled inte...